From a dataset of the Open Reaction Database (ORD), a public repository of structured organic reaction records. describe an organic reaction: reactants, conditions, products, and yield Procedure details: Using an analogous procedure to that described in Example 205, 7-hydroxy-4-(indol-5-ylamino)-6-methoxyquinazoline (98 mg, 0.32 mmol), (prepared as described for the starting material in Example 201), was reacted with 3-(1,2,3-triazol-1-yl)propan-1-ol (61 mg, 0.48 mmol) to give 4-(indol-5-ylamino)-6-methoxy-7-(3-(1,2,3-triazol-1-yl)propoxy)quinazoline (56 mg, 42%). Yield: 42.1%. RXN SMILES: [OH:1][C:2]1[CH:11]=[C:10]2[C:5]([C:6]([NH:12][C:13]3[CH:14]=[C:15]4[C:19](=[CH:20][CH:21]=3)[NH:18][CH:17]=[CH:16]4)=[N:7][CH:8]=[N:9]2)=[CH:4][C:3]=1[O:22][CH3:23].[N:24]1([CH2:29][CH2:30][CH2:31]O)[CH:28]=[CH:27][N:26]=[N:25]1>>[NH:18]1[C:19]2[C:15](=[CH:14][C:13]([NH:12][C:6]3[C:5]4[C:10](=[CH:11][C:2]([O:1][CH2:31][CH2:30][CH2:29][N:24]5[CH:28]=[CH:27][N:26]=[N:25]5)=[C:3]([O:22][CH3:23])[CH:4]=4)[N:9]=[CH:8][N:7]=3)=[CH:21][CH:20]=2)[CH:16]=[CH:17]1. The product is N1C=CC2=CC(=CC=C12)NC1=NC=NC2=CC(=C(C=C12)OC)OCCCN1N=NC=C1 (4-(indol-5-ylamino)-6-methoxy-7-(3-(1,2,3-triazol-1-yl)propoxy)quinazoline). The reactants are OC1=C(C=C2C(=NC=NC2=C1)NC=1C=C2C=CNC2=CC1)OC (7-hydroxy-4-(indol-5-ylamino)-6-methoxyquinazoline), N1(N=NC=C1)CCCO (3-(1,2,3-triazol-1-yl)propan-1-ol). The reactants are C1CCOC1, CI, [H-], [Na+], CC1(CO)CCCN(CC2COc3ccccc3O2)C1, O. The product is COCC1(C)CCCN(CC2COc3ccccc3O2)C1. RXN SMILES: [CH2:26]1[O:27][CH2:28][CH2:29][CH2:30]1.[CH3:23][I:24].[H-:22].[Na+:21].[O:1]1[CH:2]([CH2:11][N:12]2[CH2:13][C:14]([CH3:18])([CH2:19][OH:20])[CH2:15][CH2:16][CH2:17]2)[CH2:3][O:4][c:5]2[c:6]1[cH:7][cH:8][cH:9][cH:10]2.[OH2:25]>>[O:1]1[CH:2]([CH2:11][N:12]2[CH2:13][C:14]([CH3:18])([CH2:19][O:20][CH3:23])[CH2:15][CH2:16][CH2:17]2)[CH2:3][O:4][c:5]2[c:6]1[cH:7][cH:8][cH:9][cH:10]2. Starting materials: NC1=C(C(=C(C=C1CC)CC)N)CC (1,3-diamino-2,4,6-triethylbenzene), CC(C)([O-])C.[K+] (potassium t-butoxide), [H][H] (hydrogen). Reagents/catalysts: [Ru] (Ru on alumina). Run in C(C)(C)(C)O (t-butanol). Product: NC1C(C(C(CC1CC)CC)N)CC (1,3-diamino-2,4,6-triethylcyclohexane). Yield: 65.9%. Reaction SMILES: [NH2:1][C:2]1[C:7]([CH2:8][CH3:9])=[CH:6][C:5]([CH2:10][CH3:11])=[C:4]([NH2:12])[C:3]=1[CH2:13][CH3:14].CC(C)([O-])C.[K+].[H][H]>[Ru].C(O)(C)(C)C>[NH2:1][CH:2]1[CH:7]([CH2:8][CH3:9])[CH2:6][CH:5]([CH2:10][CH3:11])[CH:4]([NH2:12])[CH:3]1[CH2:13][CH3:14] |f:1.2|. Procedure: A suitable autoclave was charged with 1 g (0.052 mol) of purified 1,3-diamino-2,4,6-triethylbenzene, 0.15 g (1.2 mmol) of potassium t-butoxide, 1.0 g of 5% Ru on alumina, and 50 mL of t-butanol and heated to 190° C. at 25.5 MPa hydrogen for 17 hours. The autoclave was then cooled and its contents filtered. The solvent was removed from the filtrate in vacuo and the resulting liquid distilled through a 20.3 cm. Vigreaux column at about 1 mm Hg/187°-191° C. to give 6.8 g (66%) of 1,3-diamino-2,4,6-...